Dataset: the Open Reaction Database (ORD), a public repository of structured organic reaction records. Task: describe an organic reaction: reactants, conditions, products, and yield Reactants: N1=CC=CC=C1 (pyridine), C(C)O (ethanol), Cl.C(=C)(C)C=1OC(C(N1)=O)=O (2-Isopropenyloxazoline-4,5-dione hydrochloride), C(C)O (ethanol). Conditions: temperature 0 celsius, time 30 minute. The product is C(=O)(C(=O)OCC)NC(C(=C)C)=O (N-ethoxalylmethacrylamide). Reaction SMILES: N1[CH:6]=[CH:5]C=CC=1.Cl.[C:8]([C:11]1[O:12][C:13](=[O:17])[C:14](=[O:16])[N:15]=1)([CH3:10])=[CH2:9].C([OH:20])C>>[C:14]([NH:15][C:11](=[O:20])[C:8]([CH3:10])=[CH2:9])([C:13]([O:12][CH2:5][CH3:6])=[O:17])=[O:16] |f:1.2|. Procedure: In the same reaction vessel as used in Example 1, ethanol (230.4 g; 5.0 mol) and pyridine (39.6 g; 0.5 mol) were charged, and the reaction vessel was cooled at 0° C. in an ice bath. 2-Isopropenyloxazoline-4,5-dione hydrochloride (87.8 g; 0.5 mol) was added thereto in 30 minutes under stirring while keeping the reaction temperature at 0° to 10° C. After completion of the addition, excess ethanol was removed under reduced pressure. The reaction mixture was shaken with ethyl acetate (1,000 ml) and ... The reactants are B.CSC (Borane methylsulfide), solution, O1C(CCCC1)OC1=CC=C(OC(CC=C)C2=CC=C(C#N)C=C2)C=C1 (4-{1-[4-(Tetrahydro-2H-pyran-2-yloxy)phenoxy]-3-butenyl}benzonitrile), C1CCOC1 (THF). The solvent is CCOCC (ether). Reaction conditions: temperature -5 celsius, time 1.5 hour. The product is OCCCC(OC1=CC=C(C=C1)OC1OCCCC1)C1=CC=C(C#N)C=C1 (4-{4-Hydroxy-1-[4-(tetrahydro-2H-pyran-2-yloxy)phenoxy]butyl}benzonitrile). Reaction SMILES: [O:1]1[CH2:6][CH2:5][CH2:4][CH2:3][CH:2]1[O:7][C:8]1[CH:26]=[CH:25][C:11]([O:12][CH:13]([C:17]2[CH:24]=[CH:23][C:20]([C:21]#[N:22])=[CH:19][CH:18]=2)[CH2:14][CH:15]=[CH2:16])=[CH:10][CH:9]=1.B.CSC.C1C[O:34]CC1>CCOCC>[OH:34][CH2:16][CH2:15][CH2:14][CH:13]([C:17]1[CH:18]=[CH:19][C:20]([C:21]#[N:22])=[CH:23][CH:24]=1)[O:12][C:11]1[CH:25]=[CH:26][C:8]([O:7][CH:2]2[CH2:3][CH2:4][CH2:5][CH2:6][O:1]2)=[CH:9][CH:10]=1 |f:1.2|. Procedure details: 4-{1-[4-(Tetrahydro-2H-pyran-2-yloxy)phenoxy]-3-butenyl}benzonitrile (4.6 g, 13 mmol; from step (d) above) was dissolved in dry THF (50 mL) under argon and cooled to −5° C. Borane-methylsulfide complex (BH3×SMe2) (3.5 mL of a 2 M solution in ether) was added dropwise at 0 to 5° C. The mixture was stirred at that temperature for 1.5 h. After 4 h at rt, tlc showed that the reaction was complete. The reaction mixture was quenched with 14 mL of H2O and 5 g of NaBO3. The mixture was stirred overnight... Starting materials: F[B-](F)(F)F, CC[O+](CC)CC, ClCCl, COC(=O)c1cc(O)no1. The product is CCOc1cc(C(=O)OC)on1. As a reaction SMILES: [B-:11]([F:12])([F:13])([F:14])[F:15].[CH2:16]([CH3:17])[O+:18]([CH2:19][CH3:20])[CH2:21][CH3:22].[CH2:23]([Cl:24])[Cl:25].[OH:1][c:2]1[n:3][o:4][c:5]([C:7](=[O:8])[O:9][CH3:10])[cH:6]1>>[O:1]([c:2]1[n:3][o:4][c:5]([C:7](=[O:8])[O:9][CH3:10])[cH:6]1)[CH2:16][CH3:17]. RXN SMILES: [N:1]1[CH:6]=[CH:5][CH:4]=[C:3]([C:7]([CH2:9][CH3:10])=[O:8])[CH:2]=1.[Br:11][CH2:12][CH2:13][CH:14]([CH3:16])[CH3:15]>>[Br-:11].[CH3:15][CH:14]([CH3:16])[CH2:13][CH2:12][N+:1]1[CH:6]=[CH:5][CH:4]=[C:3]([C:7](=[O:8])[CH2:9][CH3:10])[CH:2]=1 |f:2.3|. Product: [Br-].CC(CC[N+]1=CC(=CC=C1)C(CC)=O)C (1-(3-methylbutyl)-3-propionyl pyridinium bromide). The reactants are N1=CC(=CC=C1)C(=O)CC (Ethyl 3-pyridyl ketone), BrCCC(C)C (1-bromo-3-methylbutane). Reported procedure: Ethyl 3-pyridyl ketone was reacted with 1-bromo-3-methylbutane according to the procedure of Parb a) of Example 6 to give 1-(3-methylbutyl)-3-propionyl pyridinium bromide as a pale brown crystalline solid. Reactants: FC(C=1C=C(CNCC=2C(=NC3=CC=CC=C3C2)N(CC)CC2CCCC2)C=C(C1)C(F)(F)F)(F)F ({3-[(3,5-bis-trifluoromethyl-benzylamino)-methyl]-quinolin-2-yl}-cyclopentylmethyl-ethyl-amine), CI (methyl iodide), [H-].[Na+] (sodium hydride), C(=S)=S (carbon disulphide). Solvent: C1CCOC1 (THF), O (Water). Conditions: time 0.5 hour. Product: CSC(N(CC=1C(=NC2=CC=CC=C2C1)N(CC)CC1CCCC1)CC1=CC(=CC(=C1)C(F)(F)F)C(F)(F)F)=S ((3,5-bis-trifluoromethyl-benzyl) [2-(cyclopentylmethyl-ethyl-amino)-quinolin-3-ylmethyl]-dithiocarbamic acid methyl ester). The yield is 94.7%. Reaction SMILES: [H-].[Na+].[F:3][C:4]([F:38])([F:37])[C:5]1[CH:6]=[C:7]([CH:30]=[C:31]([C:33]([F:36])([F:35])[F:34])[CH:32]=1)[CH2:8][NH:9][CH2:10][C:11]1[C:12]([N:21]([CH2:24][CH:25]2[CH2:29][CH2:28][CH2:27][CH2:26]2)[CH2:22][CH3:23])=[N:13][C:14]2[C:19]([CH:20]=1)=[CH:18][CH:17]=[CH:16][CH:15]=2.[C:39](=[S:41])=[S:40].[CH3:42]I>C1COCC1.O>[CH3:42][S:40][C:39](=[S:41])[N:9]([CH2:8][C:7]1[CH:30]=[C:31]([C:33]([F:36])([F:35])[F:34])[CH:32]=[C:5]([C:4]([F:37])([F:3])[F:38])[CH:6]=1)[CH2:10][C:11]1[C:12]([N:21]([CH2:24][CH:25]2[CH2:29][CH2:28][CH2:27][CH2:26]2)[CH2:22][CH3:23])=[N:13][C:14]2[C:19]([CH:20]=1)=[CH:18][CH:17]=[CH:16][CH:15]=2 |f:0.1|. Reported procedure: To a suspension of sodium hydride (0.023 g, 0.98 mmol) in dry THF (15 mL) at 0° C., in a 25 mL round bottom flask, was added {3-[(3,5-bis-trifluoromethyl-benzylamino)-methyl]-quinolin-2-yl}-cyclopentylmethyl-ethyl-amine (0.25 g, 0.44 mmol), obtained in step (iv) of Example 35. This reaction mixture was stirred for 10 minutes at the same temperature, carbon disulphide (0.112 g, 0.98 mmol) was added dropwise, followed by the addition of methyl iodide (0.208 g, 1.47 mmol). The reaction was allowed ... Starting materials: [Li+].C[Si](C)(C)[N-][Si](C)(C)C (LiHMDS), [Br-].CC(CCC[P+](C1=CC=CC=C1)(C1=CC=CC=C1)C1=CC=CC=C1)C ((4-methyl-pentyl)-triphenyl-phosphonium bromide), ClC=1C=C2C=C(NC2=CC1)C=O (5-chloro-1H-indole-2-carbaldehyde). Solvent: C1CCOC1 (THF), C1CCOC1 (THF). Conditions: time 30 minute. Product: ClC=1C=C2C=C(NC2=CC1)C=CCCC(C)C (5-Chloro-2-(5-methyl-hex-1-enyl)-1H-indole). Reaction SMILES: [Br-].[CH3:2][CH:3]([CH3:26])[CH2:4][CH2:5][CH2:6][P+](C1C=CC=CC=1)(C1C=CC=CC=1)C1C=CC=CC=1.[Li+].C[Si]([N-][Si](C)(C)C)(C)C.[Cl:37][C:38]1[CH:39]=[C:40]2[C:44](=[CH:45][CH:46]=1)[NH:43][C:42]([CH:47]=O)=[CH:41]2>C1COCC1>[Cl:37][C:38]1[CH:39]=[C:40]2[C:44](=[CH:45][CH:46]=1)[NH:43][C:42]([CH:47]=[CH:6][CH2:5][CH2:4][CH:3]([CH3:26])[CH3:2])=[CH:41]2 |f:0.1,2.3|. Procedure details: To the cold suspension of (4-methyl-pentyl)-triphenyl-phosphonium bromide in THF was added LiHMDS in THF and the mixture was stirred for 30 minutes and then the solution of 5-chloro-1H-indole-2-carbaldehyde was added to the reaction mixture and stirred for 3 hours. The reaction was quenched with saturated ammonium chloride solution and extracted with ethyl acetate. The product, 5-chloro-2-(5-methyl-hex-1-enyl)-1H-indole was purified by column chromatography. Reactants: C1CCC(CC1)OC(=O)CC(C(=O)OC2CCCCC2)S(=O)(=O)[O-].[Na+] (Pelex CS). Solvent: O (water), O (water). Run at temperature 50 celsius. Yields the product compound, C(C=C)(=O)O.C(\C=C/C(=O)O)(=O)O (acrylic acid maleic acid). Isolated yield 84.0%. As a reaction SMILES: C1CCC([O:7][C:8]([CH2:10][CH:11](S([O-])(=O)=O)[C:12]([O:14]C2CCCCC2)=[O:13])=[O:9])CC1.[Na+]>O>[C:8]([OH:9])(=[O:7])[CH:10]=[CH2:11].[C:12]([OH:14])(=[O:13])/[CH:11]=[CH:10]\[C:8]([OH:9])=[O:7] |f:0.1,3.4|. Procedure details: 3.2 l of distilled water was put in a reactor. After displacing the atmosphere with nitrogen, the temperature was increased to 50° C. An aqueous solution consisting of 4.32 g of a compound of formula ##STR8## ("Pelex CS" produced by Kao Co., Ltd.), 0.72 g of an acrylic acid-maleic acid copolymer (produced by Kao Co., Ltd.; viscosity: 520 poise), and 0.2 (of water was added thereto. Reactants: ClC=1N=CC2=C(N(CC(C(N2C)=O)C)C2CCOCC2)N1 ((rac)-2-chloro-5,7-dimethyl-9-(tetrahydropyran-4-yl)-5,7,8,9-tetrahydro-pyrimido[4,5-b][1,4]diazepin-6-one), NC1=C(C=C(C(=O)NC2CCN(CC2)C)C=C1)OC (4-amino-3-methoxy-N-(1-methyl-piperidin-4-yl)-benzamide), O.C1(=CC=C(C=C1)S(=O)(=O)O)C (p-toluenesulfonic acid monohydrate). Run in CC(C)O (2-propanol). Product: CN1C2=C(N(CC(C1=O)C)C1CCOCC1)N=C(N=C2)NC2=C(C=C(C(=O)NC1CCN(CC1)C)C=C2)OC ((rac)-4-(5,7-dimethyl-6-oxo-9-(tetrahydro-pyran-4-yl)-6,7,8,9-tetrahydro-5H-pyrimido[4,5-b][1,4]diazepin-2-ylamino)-3-methoxy-N-(1-methyl-piperidin-4-yl)-benzamide). Yield: 56.1%. RXN SMILES: Cl[C:2]1[N:3]=[CH:4][C:5]2[N:11]([CH3:12])[C:10](=[O:13])[CH:9]([CH3:14])[CH2:8][N:7]([CH:15]3[CH2:20][CH2:19][O:18][CH2:17][CH2:16]3)[C:6]=2[N:21]=1.[NH2:22][C:23]1[CH:38]=[CH:37][C:26]([C:27]([NH:29][CH:30]2[CH2:35][CH2:34][N:33]([CH3:36])[CH2:32][CH2:31]2)=[O:28])=[CH:25][C:24]=1[O:39][CH3:40].O.C1(C)C=CC(S(O)(=O)=O)=CC=1>CC(O)C>[CH3:12][N:11]1[C:10](=[O:13])[CH:9]([CH3:14])[CH2:8][N:7]([CH:15]2[CH2:20][CH2:19][O:18][CH2:17][CH2:16]2)[C:6]2[N:21]=[C:2]([NH:22][C:23]3[CH:38]=[CH:37][C:26]([C:27]([NH:29][CH:30]4[CH2:31][CH2:32][N:33]([CH3:36])[CH2:34][CH2:35]4)=[O:28])=[CH:25][C:24]=3[O:39][CH3:40])[N:3]=[CH:4][C:5]1=2 |f:2.3|. Reported procedure: A solution of 0.050 g (0.00016 mole) of (rac)-2-chloro-5,7-dimethyl-9-(tetrahydropyran-4-yl)-5,7,8,9-tetrahydro-pyrimido[4,5-b][1,4]diazepin-6-one (VII-45), 0.042 g (0.00016 mole) of 4-amino-3-methoxy-N-(1-methyl-piperidin-4-yl)-benzamide, 0.047 g (0.00024 mole) of p-toluenesulfonic acid monohydrate and 4.0 mL of 2-propanol was heated at 180 degrees for 2 hours in a microwave reactor. The reaction mixture was concentrated and the residue diluted with dichloromethane, washed twice with saturated ... RXN SMILES: [CH2:1]([CH3:2])[O:3][C:4]([C:5](=[CH:6][c:7]1[cH:8][cH:9][c:10]([O:20][CH3:21])[c:11]([C:12](=[O:13])[O:14][C:15]([CH3:16])([CH3:17])[CH3:18])[cH:19]1)[O:22][CH:23]([CH3:24])[CH3:25])=[O:26].[CH3:34][c:35]1[cH:36][cH:37][cH:38][cH:39][cH:40]1.[Cl:41][CH2:42][Cl:43].[OH:27][C:28]([C:29]([F:30])([F:31])[F:32])=[O:33]>>[CH2:1]([CH3:2])[O:3][C:4]([C:5](=[CH:6][c:7]1[cH:8][cH:9][c:10]([O:20][CH3:21])[c:11]([C:12](=[O:13])[OH:14])[cH:19]1)[O:22][CH:23]([CH3:24])[CH3:25])=[O:26]. Starting materials: CCOC(=O)C(=Cc1ccc(OC)c(C(=O)OC(C)(C)C)c1)OC(C)C, Cc1ccccc1, ClCCl, O=C(O)C(F)(F)F. The product is CCOC(=O)C(=Cc1ccc(OC)c(C(=O)O)c1)OC(C)C. Reactants: CC(NC(=O)OCc1ccccc1)C(O)c1cc(C(F)(F)F)cc(C(F)(F)F)c1, C1CCOC1, CO, CCOC(C)=O, [K+], [OH-]. RXN SMILES: [CH2:1]([c:3]1[cH:4][cH:5][cH:6][cH:7][cH:29]1)[O:8][C:9](=[O:2])[NH:10][CH:11]([CH:12]([OH:13])[c:14]1[cH:15][c:16]([C:24]([F:25])([F:26])[F:27])[cH:17][c:18]([C:20]([F:21])([F:22])[F:23])[cH:19]1)[CH3:28].[CH2:32]1[O:33][CH2:34][CH2:35][CH2:36]1.[CH3:37][OH:38].[CH3:39][CH2:40][O:41][C:42]([CH3:43])=[O:44].[K+:31].[OH-:30]>>[O:8]=[C:9]1[NH:10][CH:11]([CH3:28])[CH:12]([c:14]2[cH:15][c:16]([C:24]([F:25])([F:26])[F:27])[cH:17][c:18]([C:20]([F:21])([F:22])[F:23])[cH:19]2)[O:13]1. Product: CC1NC(=O)OC1c1cc(C(F)(F)F)cc(C(F)(F)F)c1.